Dataset: the Open Reaction Database (ORD), a public repository of structured organic reaction records. Task: describe an organic reaction: reactants, conditions, products, and yield Starting materials: CCCN(CCC)C(=O)N1CCc2ccc(S(N)(=O)=O)cc2CC1, O=C=NC1CCCCC1. Yields the product CCCN(CCC)C(=O)N1CCc2ccc(S(=O)(=O)NC(=O)NC3CCCCC3)cc2CC1. Reaction SMILES: [CH2:1]([CH2:2][CH3:3])[N:4]([C:5](=[O:6])[N:7]1[CH2:8][CH2:9][c:10]2[c:11]([cH:14][cH:15][c:16]([S:18](=[O:19])(=[O:20])[NH2:21])[cH:17]2)[CH2:12][CH2:13]1)[CH2:22][CH2:23][CH3:24].[CH:25]1([N:31]=[C:32]=[O:33])[CH2:26][CH2:27][CH2:28][CH2:29][CH2:30]1>>[CH2:1]([CH2:2][CH3:3])[N:4]([C:5](=[O:6])[N:7]1[CH2:8][CH2:9][c:10]2[c:11]([cH:14][cH:15][c:16]([S:18](=[O:19])(=[O:20])[NH:21][C:32]([NH:31][CH:25]3[CH2:26][CH2:27][CH2:28][CH2:29][CH2:30]3)=[O:33])[cH:17]2)[CH2:12][CH2:13]1)[CH2:22][CH2:23][CH3:24]. Reactants: COC(=O)c1ccc(COc2cc(C(C)(C)C)nn2Cc2ccc(C(=O)OC)cc2)cc1, C, C1CCOC1, [Pd]. Product: COC(=O)c1ccc(Cn2nc(C(C)(C)C)cc2O)cc1. As a reaction SMILES: [C:1]([CH3:2])([CH3:3])([CH3:4])[c:5]1[n:6][n:7]([CH2:22][c:23]2[cH:24][cH:25][c:26]([C:27](=[O:28])[O:29][CH3:30])[cH:31][cH:32]2)[c:8]([O:10][CH2:11][c:12]2[cH:13][cH:14][c:15]([C:16]([O:17][CH3:18])=[O:19])[cH:20][cH:21]2)[cH:9]1.[C:33].[O:35]1[CH2:36][CH2:37][CH2:38][CH2:39]1.[Pd:34]>>[C:1]([CH3:2])([CH3:3])([CH3:4])[c:5]1[n:6][n:7]([CH2:22][c:23]2[cH:24][cH:25][c:26]([C:27](=[O:28])[O:29][CH3:30])[cH:31][cH:32]2)[c:8]([OH:10])[cH:9]1. The reactants are C(C)(=O)NC1=CC(=C(C=C1NC(C)=O)Cl)[N+](=O)[O-] (4,5-diacetamido-1-chloro-2-nitrobenzene), [BH4-].[Na+] (sodium borohydride). The reagents and catalysts are S(=O)(=O)([O-])[O-].[Cu+2] (copper(II) sulfate). The solvent is C(C)O (ethanol), O (water). Product: C(C)(=O)NC1=CC(=C(C=C1NC(C)=O)Cl)N (4,5-diacetamido-2-amino-1-chlorobenzene). The yield is 94.0%. RXN SMILES: [C:1]([NH:4][C:5]1[C:10]([NH:11][C:12](=[O:14])[CH3:13])=[CH:9][C:8]([Cl:15])=[C:7]([N+:16]([O-])=O)[CH:6]=1)(=[O:3])[CH3:2].[BH4-].[Na+]>C(O)C.O.S([O-])([O-])(=O)=O.[Cu+2]>[C:1]([NH:4][C:5]1[C:10]([NH:11][C:12](=[O:14])[CH3:13])=[CH:9][C:8]([Cl:15])=[C:7]([NH2:16])[CH:6]=1)(=[O:3])[CH3:2] |f:1.2,5.6|. Procedure details: To a solution of 4 g (14.7 mmol) of 4,5-diacetamido-1-chloro-2-nitrobenzene in 200 ml of ethanol were added a solution of 0.4 g of copper(II) sulfate×5H2O in 2 ml of water and subsequently, a little at a time, 1.1 g (29.4 mmol) of sodium borohydride. The mixture was refluxed for 3 hours and subsequently filtered. The filtrate was concentrated, and the crude product was washed with water and methylene chloride. Workup of the organic phase gave a yield of 94% of the product. Melting point 237° C. Reactants: Cl/C=1/C(=O)OC(\C1\Cl)=O (2,3-dichloromaleic anhydride), Cl.CN (methylamine hydrochloride), [O-]CC.[Na+] (Sodium ethoxide), O (water). Solvent: C(C)(=O)O (acetic acid). Run at temperature 25 celsius, time 16 hour. Product: ClC=1C(=O)N(C(C1Cl)=O)C (2,3-dichloro N-methylmaleimide). The yield is 63.7%. RXN SMILES: [O-]CC.[Na+].[Cl:5][C:6]1[C:7]([O:9][C:10](=O)[C:11]=1[Cl:12])=[O:8].Cl.[CH3:15][NH2:16].O>C(O)(=O)C>[Cl:5][C:6]1[C:7]([N:16]([CH3:15])[C:10](=[O:9])[C:11]=1[Cl:12])=[O:8] |f:0.1,3.4|. Reported procedure: Sodium ethoxide (3.56 g, 50 mmol) was added to a solution containing 2,3-dichloromaleic anhydride (5.56 g, 33.3 mmol) and methylamine hydrochloride (3.50 g, 55.0 mmol) in 40 mL of acetic acid. The mixture was stirred under a CaCl2 drying tube at 25° C. for 16 hours and then refluxed for 4 hours. The cooled mixture was poured into water (350 mL) and extracted with EtOAc (3×75 mL). The combined organic extracts were washed with 100 mL portions of saturated aqueous NaHCO3, water and brine and dried... Reactants: Cl (HCl), O.[OH-].[Li+] (Lithium hydroxide monohydrate), C(C1=CC=CC=C1)N1C(C2=CC=C(C=C2C=C1CCCCC(=O)OC)C(N[C@H](C)C1=CC=C(C=C1)F)=O)=O ((R)-methyl 5-(2-benzyl-6-((1-(4-fluorophenyl)ethyl)carbamoyl)-1-oxo-1,2-dihydroisoquinolin-3-yl)pentanoate). Solvent: O (water), CO.C1CCOC1 (MeOH THF). Run at time 2 hour. Yields the product C(C1=CC=CC=C1)N1C(C2=CC=C(C=C2C=C1CCCCC(=O)O)C(N[C@H](C)C1=CC=C(C=C1)F)=O)=O ((R)-5-(2-benzyl-6-((1-(4-fluorophenyl)ethyl)carbamoyl)-1-oxo-1,2-dihydroisoquinolin-3-yl)pentanoic acid). RXN SMILES: O.[OH-].[Li+].[CH2:4]([N:11]1[C:20]([CH2:21][CH2:22][CH2:23][CH2:24][C:25]([O:27]C)=[O:26])=[CH:19][C:18]2[C:13](=[CH:14][CH:15]=[C:16]([C:29](=[O:40])[NH:30][C@@H:31]([C:33]3[CH:38]=[CH:37][C:36]([F:39])=[CH:35][CH:34]=3)[CH3:32])[CH:17]=2)[C:12]1=[O:41])[C:5]1[CH:10]=[CH:9][CH:8]=[CH:7][CH:6]=1.Cl>O.CO.C1COCC1>[CH2:4]([N:11]1[C:20]([CH2:21][CH2:22][CH2:23][CH2:24][C:25]([OH:27])=[O:26])=[CH:19][C:18]2[C:13](=[CH:14][CH:15]=[C:16]([C:29](=[O:40])[NH:30][C@@H:31]([C:33]3[CH:34]=[CH:35][C:36]([F:39])=[CH:37][CH:38]=3)[CH3:32])[CH:17]=2)[C:12]1=[O:41])[C:5]1[CH:10]=[CH:9][CH:8]=[CH:7][CH:6]=1 |f:0.1.2,6.7|. Procedure details: Lithium hydroxide monohydrate (4.0 equiv.) in water (0.66 M) was added to a stirred mixture of (R)-methyl 5-(2-benzyl-6-((1-(4-fluorophenyl)ethyl)carbamoyl)-1-oxo-1,2-dihydroisoquinolin-3-yl)pentanoate (1 eq) in MeOH/THF (v/v=1/4) and the mixture was stirred at room temperature. After 2 h, the mixture was neutralized with 1 N HCl, extracted with EtOAc, dried over Na2SO4, filtered and evaporated to dryness. To the residue was added Et2O and sonicated, upon which some solid precipitated. The solid... The yield is 100.0%. The solvent is CN(C)C=O (DMF). Procedure: 5.0 g (15.19 mmol) of the crude product 402 are treated with 7.42 g (22.77 mmol) of cesium carbonate in 100 ml of DMF under a nitrogen atmosphere. After 30 min, 3.87 ml (22.77 mmol) of 1-iodopropane are slowly added dropwise and the mixture is then stirred at RT for 18 h. After customary work-up, 5.64 g (100%) of 403 are thus obtained as an oil, which is employed directly in stage 4. The product is C(#N)C=1C=C(C=CC1)N(C(=O)OC(C)(C)C)N(C(C(F)(F)F)=O)CCC (tert-Butyl 2-(3-cyanophenyl)-3-propyl-3-(2,2,2-trifluoracetyl)carbazate). As a reaction SMILES: [C:1]([C:3]1[CH:4]=[C:5]([N:9]([NH:17][C:18](=[O:23])[C:19]([F:22])([F:21])[F:20])[C:10]([O:12][C:13]([CH3:16])([CH3:15])[CH3:14])=[O:11])[CH:6]=[CH:7][CH:8]=1)#[N:2].C(=O)([O-])[O-].[Cs+].[Cs+].I[CH2:31][CH2:32][CH3:33]>CN(C=O)C>[C:1]([C:3]1[CH:4]=[C:5]([N:9]([N:17]([CH2:31][CH2:32][CH3:33])[C:18](=[O:23])[C:19]([F:20])([F:22])[F:21])[C:10]([O:12][C:13]([CH3:16])([CH3:15])[CH3:14])=[O:11])[CH:6]=[CH:7][CH:8]=1)#[N:2] |f:1.2.3|. The reactants are C(#N)C=1C=C(C=CC1)N(C(=O)OC(C)(C)C)NC(C(F)(F)F)=O (tert-Butyl 2-(3-cyanophenyl)-3-(2,2,2-trifluoroacetyl)carbazate), C([O-])([O-])=O.[Cs+].[Cs+] (cesium carbonate), ICCC (1-iodopropane). Conditions: time 30 minute. Starting materials: O=C(CCCCBr)Oc1ccc(NC(=O)c2ccccc2)cc1, c1ccc(P(c2ccccc2)c2ccccc2)cc1, c1ccccc1. Product: [Br-], O=C(CCCC[P+](c1ccccc1)(c1ccccc1)c1ccccc1)Oc1ccc(NC(=O)c2ccccc2)cc1. Reaction SMILES: [C:1]([c:2]1[cH:3][cH:4][cH:5][cH:6][cH:7]1)(=[O:8])[NH:9][c:10]1[cH:11][cH:12][c:13]([O:16][C:17]([CH2:18][CH2:19][CH2:20][CH2:21][Br:22])=[O:23])[cH:14][cH:15]1.[c:24]1([P:30]([c:31]2[cH:32][cH:33][cH:34][cH:35][cH:36]2)[c:37]2[cH:38][cH:39][cH:40][cH:41][cH:42]2)[cH:25][cH:26][cH:27][cH:28][cH:29]1.[cH:43]1[cH:44][cH:45][cH:46][cH:47][cH:48]1>>[Br-:22].[C:1]([c:2]1[cH:3][cH:4][cH:5][cH:6][cH:7]1)(=[O:8])[NH:9][c:10]1[cH:11][cH:12][c:13]([O:16][C:17]([CH2:18][CH2:19][CH2:20][CH2:21][P+:30]([c:24]2[cH:25][cH:26][cH:27][cH:28][cH:29]2)([c:31]2[cH:32][cH:33][cH:34][cH:35][cH:36]2)[c:37]2[cH:38][cH:39][cH:40][cH:41][cH:42]2)=[O:23])[cH:14][cH:15]1.